From a dataset of the Open Reaction Database (ORD), a public repository of structured organic reaction records. describe an organic reaction: reactants, conditions, products, and yield The reactants are CC(=O)OC(C)=O, COc1ccc(C(=NO)c2cc(F)ccc2F)c(O)c1Cl. Product: COc1ccc(C(=NOC(C)=O)c2cc(F)ccc2F)c(O)c1Cl. As a reaction SMILES: [CH3:22][C:23](=[O:24])[O:25][C:26](=[O:27])[CH3:28].[Cl:1][c:2]1[c:3]([OH:21])[c:4]([C:5]([c:6]2[c:7]([F:13])[cH:8][cH:9][c:10]([F:12])[cH:11]2)=[N:14][OH:15])[cH:16][cH:17][c:18]1[O:19][CH3:20]>>[Cl:1][c:2]1[c:3]([OH:21])[c:4]([C:5]([c:6]2[c:7]([F:13])[cH:8][cH:9][c:10]([F:12])[cH:11]2)=[N:14][O:15][C:23]([CH3:22])=[O:24])[cH:16][cH:17][c:18]1[O:19][CH3:20].